This data is from the Open Reaction Database (ORD), a public repository of structured organic reaction records. The task is: describe an organic reaction: reactants, conditions, products, and yield The reactants are C(C1=CC=CC=C1)(=O)Cl (benzoyl chloride), C12C(CCCC1)O2 (cyclohexene oxide), C(C)(C)(C)OC(=O)N1CCC(CC1)N(C1=CC(=CC=C1)OC)C(C1=CC=CC=C1)=O (4-[benzoyl-(3-methoxy-phenyl)-amino]-piperidine-1-carboxylic acid tert-butyl ester), ClC1=CC=C(C=C1)N(C(C1=CC(=CC=C1)OC)=O)C1CCNCC1 (N-(4-chloro-phenyl)-3-methoxy-N-piperidin-4-yl-benzamide). Product: O[C@H]1[C@@H](CCCC1)N1CCC(CC1)N(C(C1=CC=CC=C1)=O)C1=CC(=CC=C1)OC ((+/−)-N-[trans-1-(2-hydroxy-cyclohexyl)-piperidin-4-yl]-N-(3-methoxy-phenyl)-benzamide). As a reaction SMILES: C(Cl)(=O)C1C=CC=CC=1.C(OC([N:17]1[CH2:22][CH2:21][CH:20]([N:23]([C:32](=[O:39])[C:33]2[CH:38]=[CH:37][CH:36]=[CH:35][CH:34]=2)[C:24]2[CH:29]=[CH:28][CH:27]=[C:26]([O:30][CH3:31])[CH:25]=2)[CH2:19][CH2:18]1)=O)(C)(C)C.ClC1C=CC(N(C2CCNCC2)C(=O)[C:49]2[CH:54]=[CH:53][CH:52]=[C:51]([O:55]C)[CH:50]=2)=CC=1.C12OC1CCCC2>>[OH:55][C@@H:51]1[CH2:52][CH2:53][CH2:54][CH2:49][C@H:50]1[N:17]1[CH2:22][CH2:21][CH:20]([N:23]([C:24]2[CH:29]=[CH:28][CH:27]=[C:26]([O:30][CH3:31])[CH:25]=2)[C:32](=[O:39])[C:33]2[CH:34]=[CH:35][CH:36]=[CH:37][CH:38]=2)[CH2:19][CH2:18]1. Procedure: The title compound, MS (ISP): m/e=485.4 (M+H+), was prepared as for example 98, steps (A) to (F). Step (A) was performed using 3-methoxy-aniline, and yielded 4-(3-methoxy-phenylamino)-piperidine-1-carboxylic acid tert-butyl ester which was acylated with benzoyl chloride to 4-[benzoyl-(3-methoxy-phenyl)-amino]-piperidine-1-carboxylic acid tert-butyl ester (B). This was then deprotected to N-(3-methoxy-phenyl)-N-piperidin-4-yl-benzamide (C), and reacted with cyclohexene oxide to gave (+/−)-N-[tran... Reaction SMILES: [C:50]([CH3:51])(=[S:52])[OH:53].[CH2:54]1[O:55][CH2:56][CH2:57][CH2:58]1.[O:20]=[C:21]([O:22][CH:23]([CH3:24])[CH3:25])[N:26]=[N:27][C:28]([O:29][CH:30]([CH3:31])[CH3:32])=[O:33].[OH:34][CH2:35][CH2:36][c:37]1[c:38]([C:46](=[O:47])[O:48][CH3:49])[nH:39][c:40]2[cH:41][cH:42][cH:43][cH:44][c:45]12.[c:1]1([P:2]([c:3]2[cH:4][cH:5][cH:6][cH:7][cH:8]2)[c:9]2[cH:10][cH:11][cH:12][cH:13][cH:14]2)[cH:15][cH:16][cH:17][cH:18][cH:19]1>>[CH2:35]([CH2:36][c:37]1[c:38]([C:46](=[O:47])[O:48][CH3:49])[nH:39][c:40]2[cH:41][cH:42][cH:43][cH:44][c:45]12)[S:52][C:50]([CH3:51])=[O:53]. Starting materials: CC(O)=S, C1CCOC1, CC(C)OC(=O)N=NC(=O)OC(C)C, COC(=O)c1[nH]c2ccccc2c1CCO, c1ccc(P(c2ccccc2)c2ccccc2)cc1. Yields the product COC(=O)c1[nH]c2ccccc2c1CCSC(C)=O. The reactants are BrCC(=O)C1SCCN1 (bromoacetylthiazolidine), C1(CC1)C(C(=O)N)Cl (cyclopropylchloroacetamide). Yields the product BrCC(=O)N1CCCC1 (Bromoacetylpyrrolidine). As a reaction SMILES: [Br:1][CH2:2][C:3](C1NCCS1)=[O:4].[CH:10]1([CH:13](Cl)[C:14]([NH2:16])=O)[CH2:12]C1>>[Br:1][CH2:2][C:3]([N:16]1[CH2:12][CH2:10][CH2:13][CH2:14]1)=[O:4]. Procedure details: In a manner similar to that described above, bromoacetylthiazolidine, cyclopropylchloroacetamide were prepared. ##STR10## RXN SMILES: [Br:4][c:5]1[cH:6][cH:7][c:8]2[n:9]([CH2:19][CH:20]3[CH2:21][N:22]([c:26]4[cH:27][cH:28][n:29][cH:30][cH:31]4)[C:23](=[O:25])[O:24]3)[c:10]3[cH:11][cH:12][c:13]([Br:18])[cH:14][c:15]3[c:16]2[cH:17]1.[CH2:32]1[O:33][CH2:34][CH2:35][CH2:36]1.[CH3:38][CH2:39][O:40][C:41]([CH3:42])=[O:43].[Li+:2].[OH-:1].[OH2:37].[OH2:3]>>[Br:4][c:5]1[cH:6][cH:7][c:8]2[n:9]([CH2:19][CH:20]([CH2:21][NH:22][c:26]3[cH:27][cH:28][n:29][cH:30][cH:31]3)[OH:24])[c:10]3[cH:11][cH:12][c:13]([Br:18])[cH:14][c:15]3[c:16]2[cH:17]1. Product: OC(CNc1ccncc1)Cn1c2ccc(Br)cc2c2cc(Br)ccc21. The reactants are O=C1OC(Cn2c3ccc(Br)cc3c3cc(Br)ccc32)CN1c1ccncc1, C1CCOC1, CCOC(C)=O, [Li+], [OH-], O, O. The reactants are [Al+3], [H-], [H-], [H-], [H-], [Li+], O=C(C1CN(C(c2ccccc2)c2ccccc2)C1)N1CCC1, [Na+], C1CCOC1, [OH-], O. Yields the product c1ccc(C(c2ccccc2)N2CC(CN3CCC3)C2)cc1. Reaction SMILES: [Al+3:2].[H-:1].[H-:4].[H-:5].[H-:6].[Li+:3].[N:7]1([C:11](=[O:12])[CH:13]2[CH2:14][N:15]([CH:17]([c:18]3[cH:19][cH:20][cH:21][cH:22][cH:23]3)[c:24]3[cH:25][cH:26][cH:27][cH:28][cH:29]3)[CH2:16]2)[CH2:8][CH2:9][CH2:10]1.[Na+:32].[O:33]1[CH2:34][CH2:35][CH2:36][CH2:37]1.[OH-:31].[OH2:30]>>[N:7]1([CH2:11][CH:13]2[CH2:14][N:15]([CH:17]([c:18]3[cH:19][cH:20][cH:21][cH:22][cH:23]3)[c:24]3[cH:25][cH:26][cH:27][cH:28][cH:29]3)[CH2:16]2)[CH2:8][CH2:9][CH2:10]1. Starting materials: COC(=O)[C@@H]1[C@@H](OCC2=CC=CC=C2)[C@H](O1)COCC1=CC=CC=C1 (2,4-anhydro-3,5-bis-O-(phenylmethyl)-D-lyxonic acid methyl ester), [H][H] (hydrogen). Reagents/catalysts: [OH-].[OH-].[Pd+2] (palladium hydroxide on carbon). The solvent is CO (methyl alcohol). The product is COC(=O)[C@@H]1[C@@H](O)[C@H](O1)CO (2,4-Anhydro-D-lyxonic Acid Methyl Ester). The yield is 96.2%. RXN SMILES: [CH3:1][O:2][C:3]([C@H:5]1[O:16][C@H:15]([CH2:17][O:18]CC2C=CC=CC=2)[C@@H:6]1[O:7]CC1C=CC=CC=1)=[O:4].[H][H]>[OH-].[OH-].[Pd+2].CO>[CH3:1][O:2][C:3]([C@H:5]1[O:16][C@H:15]([CH2:17][OH:18])[C@@H:6]1[OH:7])=[O:4] |f:2.3.4|. Reported procedure: A slurry of 1.01 g of 2,4-anhydro-3,5-bis-O-(phenylmethyl)-D-lyxonic acid methyl ester (prepared by the procedure in Tetrahedron Letters, Vol 31, No. 33, p4787, 1990), 0.253 g of palladium hydroxide on carbon, and 30 ml of methyl alcohol is hydrogenated under a balloon of hydrogen (1 atm.) for 2.5 hours. The mixture is filtered through diatomaceous earth, washed with ethyl acetate and ethyl alcohol, and concentrated in vacuo to give 0.460 g of the desired product. The reactants are N1C(CC2=CC=CC=C12)=O (Indolin-2-one), N1C=NC2=C1C=CC(=C2)C=O (1H-benzo[d]imidazole-5-carbaldehyde). The reagents and catalysts are N1CCCCC1 (piperidine). The solvent is CCO (EtOH). Conditions: temperature 90 celsius, time 15 minute. Product: N1C=NC2=C1C=CC(=C2)\C=C/2\C(NC1=CC=CC=C21)=O ((E)-3-((1H-benzo[d]imidazol-5-yl)methylene)indolin-2-one). The yield is 9.9%. RXN SMILES: [NH:1]1[C:9]2[C:4](=[CH:5][CH:6]=[CH:7][CH:8]=2)[CH2:3][C:2]1=[O:10].[NH:11]1[C:15]2[CH:16]=[CH:17][C:18]([CH:20]=O)=[CH:19][C:14]=2[N:13]=[CH:12]1>N1CCCCC1.CCO>[NH:11]1[C:15]2[CH:16]=[CH:17][C:18](/[CH:20]=[C:3]3/[C:2](=[O:10])[NH:1][C:9]4[C:4]/3=[CH:5][CH:6]=[CH:7][CH:8]=4)=[CH:19][C:14]=2[N:13]=[CH:12]1. Reported procedure: Indolin-2-one (80 mg, 0.60 mmol), 1H-benzo[d]imidazole-5-carbaldehyde (97 mg, 0.66 mmol) and piperidine (2 drops) in EtOH (2 mL) were heated with stirring in a sealed tube under microwave irradiation at 90° C. for 15 min. A yellow precipitate was filtered and rinsed with EtOH. Recrystallization from EtOH afforded the title compound as a yellow powder (15.5 mg, 10%). 1H NMR (400 MHz, DMSO-d6) δ ppm 12.71 (br. s., 1H), 10.59 (s, 1H), 8.35 (s, 1H), 7.99 (s, 1H), 7.78 (s, 1H), 7.65-7.75 (m, 2H), 7.5... Reactants: solution, C(C)(CC)[BH-](C(C)CC)C(C)CC.[Li+] (lithium tri(sec-butyl)borohydride), CC12C(CCC(C(O1)(C)C)C2)=O (5,7,7-trimethyl-6-oxabicyclo[3.2.1]octan-4-one), [OH-].[Na+] (sodium hydroxide), OO (hydrogen peroxide). Solvent: C(C)O (ethanol), O1CCCC1 (tetrahydrofuran), O1CCCC1 (tetrahydrofuran), O (water). Run at temperature -70 celsius, time 1 hour. The product is CC12C(CCC(C(O1)(C)C)C2)O (5,7,7-Trimethyl-6-oxabicyclo[3.2.1]octan-4-ol). Yield: 88.6%. RXN SMILES: C([BH-](C(CC)C)C(CC)C)(CC)C.[Li+].[CH3:15][C:16]12[CH2:25][CH:20]([C:21]([CH3:24])([CH3:23])[O:22]1)[CH2:19][CH2:18][C:17]2=[O:26].[OH-].[Na+].OO>O1CCCC1.C(O)C.O>[CH3:15][C:16]12[CH2:25][CH:20]([C:21]([CH3:23])([CH3:24])[O:22]1)[CH2:19][CH2:18][CH:17]2[OH:26] |f:0.1,3.4|. Procedure: To a solution of 24 ml of a 1M solution of lithium tri(sec-butyl)borohydride in tetrahydrofuran at -70° C. was added dropwise 3.49 g of 5,7,7-trimethyl-6-oxabicyclo[3.2.1]octan-4-one in 3 ml of tetrahydrofuran. The resulting solution was stirred under nitrogen for one hour at -70° C. and one hour at room temperature. Then while controlling the temperature at 0° C., the following were successively added: 2.6 ml of water, 5.2 ml of ethanol, 19.2 ml of 10% sodium hydroxide solution and dropwise 8.5... Starting materials: CSC(=NCCSCc1nc[nH]c1C)NC#N, CN, CCO. Yields the product CNC(=NCCSCc1nc[nH]c1C)NC#N. Reaction SMILES: [C:3](#[N:4])[NH:5][C:6]([S:7][CH3:8])=[N:9][CH2:10][CH2:11][S:12][CH2:13][c:14]1[n:15][cH:16][nH:17][c:18]1[CH3:19].[CH3:1][NH2:2].[CH3:20][CH2:21][OH:22]>>[CH3:1][NH:2][C:6]([NH:5][C:3]#[N:4])=[N:9][CH2:10][CH2:11][S:12][CH2:13][c:14]1[n:15][cH:16][nH:17][c:18]1[CH3:19]. Reactants: N(N)C1=NC2=C(C(=NC1)C1=CC=CC=C1)C=C(C=C2)C(F)(F)F (2-hydrazino-5-phenyl-7-trifluoromethyl-3H-1,4-benzodiazepine), C(OCC)([O-])[O-] (ethyl orthoformate), C([O-])(O)=O.[Na+] (sodium bicarbonate), C1(=CC=C(C=C1)S(=O)(=O)O)C (p-toluenesulfonic acid). Run in C(Cl)(Cl)Cl (chloroform). Reaction conditions: time 2.5 hour. Yields the product C1(=CC=CC=C1)C1=NCC=2N(C3=C1C=C(C=C3)C(F)(F)F)C=NN2 (6-phenyl-8-trifluoromethyl-4H-s-triazolo [4,3-a] [1,4] benzodiazepine). RXN SMILES: [NH:1]([C:3]1[CH2:9][N:8]=[C:7]([C:10]2[CH:15]=[CH:14][CH:13]=[CH:12][CH:11]=2)[C:6]2[CH:16]=[C:17]([C:20]([F:23])([F:22])[F:21])[CH:18]=[CH:19][C:5]=2[N:4]=1)[NH2:2].[CH:24]([O-])([O-])OCC.C1(C)C=CC(S(O)(=O)=O)=CC=1.C(=O)(O)[O-].[Na+]>C(Cl)(Cl)Cl>[C:10]1([C:7]2[C:6]3[CH:16]=[C:17]([C:20]([F:23])([F:22])[F:21])[CH:18]=[CH:19][C:5]=3[N:4]3[CH:24]=[N:2][N:1]=[C:3]3[CH2:9][N:8]=2)[CH:11]=[CH:12][CH:13]=[CH:14][CH:15]=1 |f:3.4|. Procedure details: To a mixture of 3.2 parts of 2-hydrazino-5-phenyl-7-trifluoromethyl-3H-1,4-benzodiazepine, prepared in Example 4, 8.5 parts of ethyl orthoformate and 50 parts by volume of chloroform, is added dropwise 7.6 parts of p-toluenesulfonic acid at a temperature below 10° C. The mixture is stirred at room temperature for 2.5 hours. After completion of the reaction, the reaction mixture is neutralized with a saturated aqueous solution of sodium bicarbonate. The chloroform layer is separated, washed with ...